From a dataset of the Open Reaction Database (ORD), a public repository of structured organic reaction records. describe an organic reaction: reactants, conditions, products, and yield Yields the product CCCC(CCC)C(=O)OCCC(=O)O. Reaction SMILES: [CH2:1]([CH2:2][CH3:3])[CH:4]([C:5](=[O:6])[O:7][CH2:8][CH2:9][CH2:10][OH:11])[CH2:12][CH2:13][CH3:14].[CH3:19][CH:20]([OH:21])[CH3:22].[CH3:23][C:24](=[O:25])[CH3:26].[O:15]=[Cr:16](=[O:17])=[O:18].[OH2:32].[S:27](=[O:28])(=[O:29])([OH:30])[OH:31]>>[CH2:1]([CH2:2][CH3:3])[CH:4]([C:5](=[O:6])[O:7][CH2:8][CH2:9][C:10](=[O:11])[OH:15])[CH2:12][CH2:13][CH3:14]. The reactants are CCCC(CCC)C(=O)OCCCO, CC(C)O, CC(C)=O, O=[Cr](=O)=O, O, O=S(=O)(O)O. Starting materials: ClC=1C(=C(C=C(C1F)Cl)C(F)(F)F)F (3,5-dichloro-2,4-difluorobenzotrifluoride), O.NN (hydrazine hydrate). The solvent is C(C)O (ethanol). Conditions: time 30 minute. The product is ClC1=C(C(=CC(=C1F)C(F)(F)F)Cl)NN (2,6-dichloro-3-fluoro-4-trifluoromethyl-phenylhydrazine). Isolated yield 90.3%. As a reaction SMILES: [Cl:1][C:2]1[C:3]([F:14])=[C:4]([C:10]([F:13])([F:12])[F:11])[CH:5]=[C:6]([Cl:9])[C:7]=1F.O.[NH2:16][NH2:17]>C(O)C>[Cl:1][C:2]1[C:3]([F:14])=[C:4]([C:10]([F:13])([F:12])[F:11])[CH:5]=[C:6]([Cl:9])[C:7]=1[NH:16][NH2:17] |f:1.2|. Procedure details: 470 g of 3,5-dichloro-2,4-difluorobenzotrifluoride in 1000 ml of ethanol are initially introduced, and 142 g of hydrazine hydrate are metered in, and the mixture is then heated under reflux for 3 hours. Thereafter, the solvent is distilled off under reduced pressure and the residue is stirred into 1 l of cold water. After 30 minutes, the mixture is filtered under suction and the solid product is dried in a through-circulation oven. 445 g of 2,6-dichloro-3-fluoro-4-trifluoromethyl-phenylhydrazine... The reactants are ClC1=CC=[N+](C=C1)[O-] (4-chloropiridine-N-oxide), C[Si](C)(C)C#N (trimethylsilyl cyanide), CN(C(=O)Cl)C (N,N-dimethylcarbamoyl chloride), aqueous solution, C(=O)([O-])[O-].[K+].[K+] (K2CO3). The solvent is ClCCl (dichloromethane). Run at temperature 0 celsius, time 16 hour. Product: ClC1=CC(=NC=C1)C#N (4-chloro-2-pyridinecarbonitrile). Isolated yield 100.0%. As a reaction SMILES: [Cl:1][C:2]1[CH:7]=[CH:6][N+:5]([O-])=[CH:4][CH:3]=1.C[Si]([C:13]#[N:14])(C)C.CN(C)C(Cl)=O.C([O-])([O-])=O.[K+].[K+]>ClCCl>[Cl:1][C:2]1[CH:7]=[CH:6][N:5]=[C:4]([C:13]#[N:14])[CH:3]=1 |f:3.4.5|. Procedure details: To a mixture of 4-chloropiridine-N-oxide (5.00 g, 38.6 mmol) and trimethylsilyl cyanide (4.84 g, 46.3 mmol) in dichloromethane (60 ml) cooled to 0° C. was added dropwise N,N-dimethylcarbamoyl chloride (3.8 ml, 40.5 mmol). The mixture was allowed to warm to ambient temperature and stirred for 16 h. The mixture was cooled to 0° C. and a 30% aqueous solution of K2CO3 (100 ml) was added. The crude product was extracted with dichloromethane (100 ml×2), the organic extracts dried (MgSO4) and evaporate... Reactants: solution, B(Br)(Br)Br (boron tribromide), COC(=O)C1=CC2=C1C=C(C=C2)OC (5-methoxybenzocyclobutene-1-carboxylic acid methyl ester). Solvent: ClCCl (dichloromethane). The product is COC(=O)C1=CC2=C1C=C(C=C2)O (5-hydroxybenzocyclobutene-1-carboxylic acid methyl ester). As a reaction SMILES: B(Br)(Br)Br.[CH3:5][O:6][C:7]([C:9]1[C:12]2[CH:13]=[C:14]([O:17]C)[CH:15]=[CH:16][C:11]=2[CH:10]=1)=[O:8]>ClCCl>[CH3:5][O:6][C:7]([C:9]1[C:12]2[CH:13]=[C:14]([OH:17])[CH:15]=[CH:16][C:11]=2[CH:10]=1)=[O:8]. Reported procedure: 1000 ml of a 1-molar solution of boron tribromide in dichloromethane are poured over 19.5 g of 5-methoxybenzocyclobutene-1-carboxylic acid methyl ester and the whole is heated at reflux for 6 hours. The whole is concentrated to dryness by evaporation and extracted by shaking with a mixture of 2000 ml of dichloromethane and 1000 ml of water and the organic phase is separated off, washed with water, dried over magnesium sulphate and concentrated to dryness by evaporation. 5-hydroxybenzocyclobutene... The reactants are OBO, CC(C)(C)OC(=O)Nc1ccc(I)cc1[N+](=O)[O-], Fc1ccc(F)cc1. Yields the product CC(C)(C)OC(=O)Nc1ccc(-c2cc(F)ccc2F)cc1[N+](=O)[O-]. As a reaction SMILES: [BH:19]([OH:20])[OH:21].[C:1]([CH3:2])([CH3:3])([CH3:4])[O:5][C:6]([NH:7][c:8]1[c:9]([N+:15](=[O:16])[O-:17])[cH:10][c:11]([I:14])[cH:12][cH:13]1)=[O:18].[F:22][c:23]1[cH:24][cH:25][c:26]([F:29])[cH:27][cH:28]1>>[C:1]([CH3:2])([CH3:3])([CH3:4])[O:5][C:6]([NH:7][c:8]1[c:9]([N+:15](=[O:16])[O-:17])[cH:10][c:11](-[c:27]2[c:26]([F:29])[cH:25][cH:24][c:23]([F:22])[cH:28]2)[cH:12][cH:13]1)=[O:18]. The reactants are O=C1OC2(CCN(C(=O)c3c[nH]c4cc(Cl)ccc34)CC2)c2ccccc21, Fc1ccccn1, [H-], [Na+], CN(C)C=O. The product is O=C1OC2(CCN(C(=O)c3cn(-c4ccccn4)c4cc(Cl)ccc34)CC2)c2ccccc21. Reaction SMILES: [Cl:1][c:2]1[cH:3][cH:4][c:5]2[c:6]([C:11](=[O:12])[N:13]3[CH2:14][CH2:15][C:16]4([O:17][C:18](=[O:25])[c:19]5[c:20]4[cH:21][cH:22][cH:23][cH:24]5)[CH2:26][CH2:27]3)[cH:7][nH:8][c:9]2[cH:10]1.[F:30][c:31]1[n:32][cH:33][cH:34][cH:35][cH:36]1.[H-:29].[Na+:28].[O:37]=[CH:38][N:39]([CH3:40])[CH3:41]>>[Cl:1][c:2]1[cH:3][cH:4][c:5]2[c:6]([C:11](=[O:12])[N:13]3[CH2:14][CH2:15][C:16]4([O:17][C:18](=[O:25])[c:19]5[c:20]4[cH:21][cH:22][cH:23][cH:24]5)[CH2:26][CH2:27]3)[cH:7][n:8](-[c:31]3[n:32][cH:33][cH:34][cH:35][cH:36]3)[c:9]2[cH:10]1.